Task: describe an organic reaction: reactants, conditions, products, and yield. Dataset: the Open Reaction Database (ORD), a public repository of structured organic reaction records Starting materials: O=C1Cc2ccccc2C(=O)c2cc(Br)ccc2C1, O=c1c2ccccc2ccc2ccc(Br)cc12, Clc1ccccc1Br, O=C1Cc2ccccc2C(=O)c2cc(Cl)ccc2C1, O=c1c2ccccc2ccc2ccc(Cl)cc12, O=c1c2ccccc2ccc2ccc(F)cc12, O=C1Cc2ccccc2C(=O)c2cc(F)ccc2C1, O=c1c2ccccc2ccc2ccccc12. Yields the product O=C1Cc2ccccc2C(=O)c2ccccc2C1. RXN SMILES: [Br:17][c:18]1[cH:19][c:20]2[c:21]([cH:34][cH:35]1)[CH2:22][C:23](=[O:33])[CH2:24][c:25]1[c:26]([cH:29][cH:30][cH:31][cH:32]1)[C:27]2=[O:28].[Br:74][c:75]1[cH:76][cH:77][c:78]2[cH:79][cH:80][c:81]3[cH:82][cH:83][cH:84][cH:85][c:86]3[c:87](=[O:88])[c:89]2[cH:90]1.[Cl:125][c:126]1[cH:127][cH:128][cH:129][cH:130][c:131]1[Br:132].[Cl:36][c:37]1[cH:38][cH:39][c:40]2[c:53]([cH:54]1)[C:51](=[O:52])[c:50]1[c:45]([cH:46][cH:47][cH:48][cH:49]1)[CH2:44][C:42](=[O:43])[CH2:41]2.[Cl:91][c:92]1[cH:93][cH:94][c:95]2[cH:96][cH:97][c:98]3[cH:99][cH:100][cH:101][cH:102][c:103]3[c:104](=[O:105])[c:106]2[cH:107]1.[F:108][c:109]1[cH:110][cH:111][c:112]2[cH:113][cH:114][c:115]3[cH:116][cH:117][cH:118][cH:119][c:120]3[c:121](=[O:122])[c:123]2[cH:124]1.[F:55][c:56]1[cH:57][cH:58][c:59]2[c:72]([cH:73]1)[C:70](=[O:71])[c:69]1[c:64]([cH:65][cH:66][cH:67][cH:68]1)[CH2:63][C:61](=[O:62])[CH2:60]2.[cH:1]1[c:2]2[cH:3][cH:4][c:5]3[cH:6][cH:7][cH:8][cH:9][c:10]3[c:11](=[O:12])[c:13]2[cH:14][cH:15][cH:16]1>>[cH:18]1[cH:19][c:20]2[c:21]([cH:34][cH:35]1)[CH2:22][C:23](=[O:33])[CH2:24][c:25]1[c:26]([cH:29][cH:30][cH:31][cH:32]1)[C:27]2=[O:28]. The reactants are C(C)OC(=O)C1=NN(C(=C1S(=O)C(F)(F)F)C)C1=C(C=C(C=C1F)C(F)(F)F)Cl (1-(2-Chloro-6-fluoro-4-trifluoromethyl-phenyl)-5-methyl-4-trifluoromethanesulfinyl-1H-pyrazole-3-carboxylic acid ethyl ester), [OH-].[Li+] (lithium hydroxide), Cl (hydrochloric acid). Run in C(C)(C)O (isopropanol), O (water), O (water). Run at temperature 0 celsius, time 2 hour. The product is ClC1=C(C(=CC(=C1)C(F)(F)F)F)N1N=C(C(=C1C)S(=O)C(F)(F)F)C(=O)O (1-(2-Chloro-6-fluoro-4-trifluoromethyl-phenyl)-5-methyl-4-trifluoromethanesulfinyl-1H-pyrazole-3-carboxylic acid). The yield is 96.4%. Reaction SMILES: C([O:3][C:4]([C:6]1[C:10]([S:11]([C:13]([F:16])([F:15])[F:14])=[O:12])=[C:9]([CH3:17])[N:8]([C:18]2[C:23]([F:24])=[CH:22][C:21]([C:25]([F:28])([F:27])[F:26])=[CH:20][C:19]=2[Cl:29])[N:7]=1)=[O:5])C.[OH-].[Li+].Cl>C(O)(C)C.O>[Cl:29][C:19]1[CH:20]=[C:21]([C:25]([F:28])([F:27])[F:26])[CH:22]=[C:23]([F:24])[C:18]=1[N:8]1[C:9]([CH3:17])=[C:10]([S:11]([C:13]([F:14])([F:15])[F:16])=[O:12])[C:6]([C:4]([OH:5])=[O:3])=[N:7]1 |f:1.2|. Procedure: To a solution of 1-(2-Chloro-6-fluoro-4-trifluoromethyl-phenyl)-5-methyl-4-trifluoromethanesulfinyl-1H-pyrazole-3-carboxylic acid ethyl ester (1.2 g, 2.6 mmol) in isopropanol (10 mL) and water (2.5 mL) was added lithium hydroxide (0.2 g, 8.4 mmol) at 0° C. The reaction mixture was stirred at 0° C. for 2 h. To the reaction mixture was added aqueous hydrochloric acid (37 wt %, 0.9 mL) and water (7 mL). The resulting mixture was extracted with EtOAc. The organic layer was washed with water, dried (... Reagents/catalysts: N1=CC=CC=C1 (pyridine). The solvent is C1=CC=CC=C1 (benzene). Reaction conditions: time 10 minute. The reactants are COC1=C(CO)C=CC=C1SC1=C(C=CC=C1)C (2-methoxy-3-(o-tolylthio)benzyl alcohol), S(=O)(Cl)Cl (thionyl chloride). As a reaction SMILES: [CH3:1][O:2][C:3]1[C:10]([S:11][C:12]2[CH:17]=[CH:16][CH:15]=[CH:14][C:13]=2[CH3:18])=[CH:9][CH:8]=[CH:7][C:4]=1[CH2:5]O.S(Cl)([Cl:21])=O>N1C=CC=CC=1.C1C=CC=CC=1>[CH3:1][O:2][C:3]1[C:4]([CH2:5][Cl:21])=[CH:7][CH:8]=[CH:9][C:10]=1[S:11][C:12]1[C:13]([CH3:18])=[CH:14][CH:15]=[CH:16][CH:17]=1. Procedure details: A mixture of 2-methoxy-3-(o-tolylthio)benzyl alcohol (8.5 g), thionyl chloride (4.8 ml) and pyridine (3 drops) in benzene (80 ml) was stirred at room temperature and then at 80° C. for 10 minutes. The reaction mixture was treated in a similar manner to that of Example 21-(6) to give oily o-tolyl 2-methoxy-3-chloromethylphenyl thioether (8.3 g). Yields the product COC1=C(C=CC=C1CCl)SC=1C(=CC=CC1)C (o-tolyl 2-methoxy-3-chloromethylphenyl thioether). Reactants: FC(C=1C=C(C=CC1)B(O)O)(F)F ((3-(trifluoromethyl)phenyl)boronic acid), COC=1C=CC=C(C1C=2C=CC=CC2P(C3CCCCC3)C4CCCCC4)OC (S-Phos), P(=O)([O-])([O-])[O-].[K+].[K+].[K+] (potassium phosphate), ClC1=CC=C(C=C1)N1C(C=CC2=CC(=CC=C12)S(=O)(=O)NC1=NOC=C1)=O (1-(4-chlorophenyl)-N-(isoxazol-3-yl)-2-oxo-1,2-dihydroquinoline-6-sulfonamide). The solvent is O1CCOCC1 (1,4-dioxane), O (Water). Conditions: temperature 120 celsius. Product: O1N=C(C=C1)NS(=O)(=O)C=1C=C2C=CC(N(C2=CC1)C1=CC=C(C=C1)C1=CC(=CC=C1)C(F)(F)F)=O (N-3-isoxazolyl-2-oxo-1-(3′-(trifluoromethyl)-4-biphenylyl)-1,2-dihydro-6-quinolinesulfonamide). Isolated yield 19.4%. Reaction SMILES: [F:1][C:2]([F:13])([F:12])[C:3]1[CH:4]=[C:5](B(O)O)[CH:6]=[CH:7][CH:8]=1.COC1C=CC=C(OC)C=1C1C=CC=CC=1P(C1CCCCC1)C1CCCCC1.P([O-])([O-])([O-])=O.[K+].[K+].[K+].Cl[C:52]1[CH:57]=[CH:56][C:55]([N:58]2[C:67]3[C:62](=[CH:63][C:64]([S:68]([NH:71][C:72]4[CH:76]=[CH:75][O:74][N:73]=4)(=[O:70])=[O:69])=[CH:65][CH:66]=3)[CH:61]=[CH:60][C:59]2=[O:77])=[CH:54][CH:53]=1>O1CCOCC1.O>[O:74]1[CH:75]=[CH:76][C:72]([NH:71][S:68]([C:64]2[CH:63]=[C:62]3[C:67](=[CH:66][CH:65]=2)[N:58]([C:55]2[CH:54]=[CH:53][C:52]([C:5]4[CH:6]=[CH:7][CH:8]=[C:3]([C:2]([F:13])([F:12])[F:1])[CH:4]=4)=[CH:57][CH:56]=2)[C:59](=[O:77])[CH:60]=[CH:61]3)(=[O:70])=[O:69])=[N:73]1 |f:2.3.4.5|. Procedure details: A vial was charged with (3-(trifluoromethyl)phenyl)boronic acid (188 mg, 0.991 mmol), S-Phos Precatalyst (25.1 mg, 0.033 mmol), and potassium phosphate (281 mg, 1.322 mmol). The vial was flushed with Ar (g), then a solution of 1-(4-chlorophenyl)-N-(isoxazol-3-yl)-2-oxo-1,2-dihydroquinoline-6-sulfonamide (166 mg, 0.330 mmol) in 1,4-dioxane (1322 μl) was added. Water (330 μl) was then added, and the vial was sealed and heated to 120° C. for 30 min in a Biotage Initiator microwave reactor. The mixt... Starting materials: BrC1=CC2=C(CCCC(N2)=O)C=C1 (8-bromo-1,3,4,5-tetrahydro-2H-1-benzazepin-2-one), B.C1CCOC1 (borane THF), O (water), B.C1CCOC1 (borane THF). Solvent: C1CCOC1 (THF). Conditions: time 8 hour. The product is BrC=1C=CC2=C(NCCCC2)C1 (8-bromo-2,3,4,5-tetrahydro-1H-benzo[b]azepine). Yield: 85.0%. Reaction SMILES: [Br:1][C:2]1[CH:13]=[CH:12][C:5]2[CH2:6][CH2:7][CH2:8][C:9](=O)[NH:10][C:4]=2[CH:3]=1.B.C1COCC1.O>C1COCC1>[Br:1][C:2]1[CH:13]=[CH:12][C:5]2[CH2:6][CH2:7][CH2:8][CH2:9][NH:10][C:4]=2[CH:3]=1 |f:1.2|. Reported procedure: To a solution of 8-bromo-1,3,4,5-tetrahydro-2H-1-benzazepin-2-one (500 mg, 2.082 mmol) in THF (20 mL) at RT was added borane-THF complex (1M solution in THF) (5.206 mL, 5.21 mmol). The reaction mixture was refluxed for 3 hours, after which the reaction mixture was cooled in an ice bath before the addition of a further amount of borane-THF complex (1M solution in THF) (7.290 mL, 7.29 mmol). The reaction mixture was once again refluxed overnight. The reaction mixture was cooled in an ice bath befo...